From a dataset of the Open Reaction Database (ORD), a public repository of structured organic reaction records. describe an organic reaction: reactants, conditions, products, and yield Reactants: C(C)OC(C(OCC)OC1=CC(=CC(=C1)Cl)Cl)=O (ethyl-2-(3,5-dichlorophenoxy)-2-ethoxyacetate), [OH-].[K+] (KOH), Cl (HCl), O (H2O). The solvent is C(C)O (ethanol), 2B, C(C)O (ethanol). Run at temperature 45 celsius. Product: ClC=1C=C(OC(C(=O)O)OCC)C=C(C1)Cl (2-(3,5-dichlorophenoxy)-2-ethoxyacetic acid). Isolated yield 62.1%. As a reaction SMILES: C([O:3][C:4](=[O:18])[CH:5]([O:9][C:10]1[CH:15]=[C:14]([Cl:16])[CH:13]=[C:12]([Cl:17])[CH:11]=1)[O:6][CH2:7][CH3:8])C.[OH-].[K+].O.Cl>C(O)C>[Cl:16][C:14]1[CH:15]=[C:10]([CH:11]=[C:12]([Cl:17])[CH:13]=1)[O:9][CH:5]([O:6][CH2:7][CH3:8])[C:4]([OH:18])=[O:3] |f:1.2|. Procedure details: A solution of 50.0 g (0.17 mole) of the ethyl-2-(3,5-dichlorophenoxy)-2-ethoxyacetate in 50 ml ethanol was added slowly to a solution of 13.2 g (0.20 mole) 85% KOH in 150 ml 2B ethanol. The mixture was heated at 45° C. for one-half hour, then cooled to room temperature and poured into 300 ml H2O. The pH of the resulting mixture was adjusted to 2 with dilute HCl. An oil separated which was removed by two 150 ml extractions with chloroform. The chloroform extracts were combined, washed with three ... Reported procedure: Batch size: 4.0 g (26.8 mmol) 3-(3-pyridyl)-acrylic acid, 5.7 g (35.2 mmol) CDI and 6.4 g (29.9 mmol) 4-(1,4-Dioxa-8-azaspiro[4.5]dec-8-yl)-butylamine. Product: O1CCOC12CCN(CC2)CCCCNC(C=CC=2C=NC=CC2)=O (N-[4-(1,4-Dioxa-8-azaspiro[4.5]dec-8-yl)-butyl]-3-pyridin-3-yl-acrylamide). Starting materials: N1=CC(=CC=C1)C=CC(=O)O (3-(3-pyridyl)-acrylic acid), C1=CN(C=N1)C(=O)N2C=CN=C2 (CDI), O1CCOC12CCN(CC2)CCCCN (4-(1,4-Dioxa-8-azaspiro[4.5]dec-8-yl)-butylamine). RXN SMILES: [N:1]1[CH:6]=[CH:5][CH:4]=[C:3]([CH:7]=[CH:8][C:9]([OH:11])=O)[CH:2]=1.C1N=CN(C(N2C=NC=C2)=O)C=1.[O:24]1[C:28]2([CH2:33][CH2:32][N:31]([CH2:34][CH2:35][CH2:36][CH2:37][NH2:38])[CH2:30][CH2:29]2)[O:27][CH2:26][CH2:25]1>>[O:27]1[C:28]2([CH2:29][CH2:30][N:31]([CH2:34][CH2:35][CH2:36][CH2:37][NH:38][C:9](=[O:11])[CH:8]=[CH:7][C:3]3[CH:2]=[N:1][CH:6]=[CH:5][CH:4]=3)[CH2:32][CH2:33]2)[O:24][CH2:25][CH2:26]1. Starting materials: CC(=O)O, COC(=O)CCN(CCC(=O)OC)C(C)c1ccc2ccccc2c1, Cc1ccccc1, Cl, [H-], [K+], [K+], [Na+], O=C([O-])[O-]. Product: CC(c1ccc2ccccc2c1)N1CCC(=O)CC1. As a reaction SMILES: [C:42]([OH:43])(=[O:44])[CH3:45].[CH3:1][O:2][C:3]([CH2:4][CH2:5][N:6]([CH:7]([CH3:8])[c:9]1[cH:10][c:11]2[cH:12][cH:13][cH:14][cH:15][c:16]2[cH:17][cH:18]1)[CH2:19][CH2:20][C:21]([O:23][CH3:24])=[O:25])=[O:22].[CH3:35][c:36]1[cH:37][cH:38][cH:39][cH:40][cH:41]1.[ClH:28].[H-:27].[K+:29].[K+:30].[Na+:26].[O-:31][C:32]([O-:33])=[O:34]>>[CH2:4]1[CH2:5][N:6]([CH:7]([CH3:8])[c:9]2[cH:10][c:11]3[cH:12][cH:13][cH:14][cH:15][c:16]3[cH:17][cH:18]2)[CH2:19][CH2:20][C:21]1=[O:23]. Reactants: C(C)OC(=O)C1(OC2=C(O1)C=CC(=C2)CC(C)NCC(O)C2=CC(=CC=C2)Cl)C(=O)OCC (5-{2-[2-(3-chloro-phenyl)-2-hydroxy-ethylamino]-propyl)-benzo-[1,3]dioxole-2,2-dicarboxylic acid bis-ethyl ester), C(CCC)N (n-butylamine). Run in C(C)O (ethanol). Product: C(CCC)N(C(=O)C1(OC2=C(O1)C=CC(=C2)CC(C)NCC(O)C2=CC(=CC=C2)Cl)C(=O)O)CCCC (5-{2-[2-(3-Chloro-phenyl)-2-hydroxy-ethylamino]-propyl}-benzo[1,3]dioxole-2,2-dicarboxylic acid bis-n-butyl amide). As a reaction SMILES: C([O:3][C:4]([C:6]1([C:29]([O:31]CC)=[O:30])[O:10][C:9]2[CH:11]=[CH:12][C:13]([CH2:15][CH:16]([NH:18][CH2:19][CH:20]([C:22]3[CH:27]=[CH:26][CH:25]=[C:24]([Cl:28])[CH:23]=3)[OH:21])[CH3:17])=[CH:14][C:8]=2[O:7]1)=O)C.[CH2:34]([NH2:38])[CH2:35][CH2:36][CH3:37]>C(O)C>[CH2:34]([N:38]([CH2:14][CH2:8][CH2:9][CH3:11])[C:4]([C:6]1([C:29]([OH:31])=[O:30])[O:10][C:9]2[CH:11]=[CH:12][C:13]([CH2:15][CH:16]([NH:18][CH2:19][CH:20]([C:22]3[CH:27]=[CH:26][CH:25]=[C:24]([Cl:28])[CH:23]=3)[OH:21])[CH3:17])=[CH:14][C:8]=2[O:7]1)=[O:3])[CH2:35][CH2:36][CH3:37]. Procedure: A mixture of 5-{2-[2-(3-chloro-phenyl)-2-hydroxy-ethylamino]-propyl)-benzo-[1,3]dioxole-2,2-dicarboxylic acid bis-ethyl ester (2.4 g, 5 mmol) and n-butylamine (10 mL, excess) was refluxed in ethanol for 48 h. The reaction mixture was concentrated and the residue obtained was extracted with chloroform:methanol (3:1). It was washed with water and dried over anhydrous MgSO4. The organic layer was filtered and concentrated. The residue obtained was chromatographed over silica gel eluted with 9:1 chl... Starting materials: C(C1=CC=CC=C1)OC(=O)N(C12CCC(CC1)(CC2)C(=O)N2CCCCC2)CC(=O)N2[C@@H](C[C@@H](C2)F)C#N ((2S,4S)-1-[[N-Benzyloxycarbonyl-N-[4-(piperidin-1-yl)carbonylbicyclo[2.2.2]oct-1-yl]amino]acetyl]-4-fluoropyrrolidine-2-carbonitrile), C(=O)[O-].[NH4+] (ammonium formate). Reagents/catalysts: [C].[Pd] (palladium carbon). Solvent: CN(C=O)C (dimethylformamide). Reaction conditions: time 40 minute. The product is N1(CCCCC1)C(=O)C12CCC(CC1)(CC2)NCC(=O)N2[C@@H](C[C@@H](C2)F)C#N ((2S,4S)-1-[[N-[4-(piperidin-1-yl)carbonylbicyclo[2.2.2]oct-1-yl]amino]acetyl]-4-fluoropyrrolidine-2-carbonitrile). Yield: 88.7%. As a reaction SMILES: C(OC([N:11]([CH2:28][C:29]([N:31]1[CH2:35][C@@H:34]([F:36])[CH2:33][C@H:32]1[C:37]#[N:38])=[O:30])[C:12]12[CH2:19][CH2:18][C:15]([C:20]([N:22]3[CH2:27][CH2:26][CH2:25][CH2:24][CH2:23]3)=[O:21])([CH2:16][CH2:17]1)[CH2:14][CH2:13]2)=O)C1C=CC=CC=1.C([O-])=O.[NH4+]>CN(C)C=O.[C].[Pd]>[N:22]1([C:20]([C:15]23[CH2:14][CH2:13][C:12]([NH:11][CH2:28][C:29]([N:31]4[CH2:35][C@@H:34]([F:36])[CH2:33][C@H:32]4[C:37]#[N:38])=[O:30])([CH2:19][CH2:18]2)[CH2:17][CH2:16]3)=[O:21])[CH2:27][CH2:26][CH2:25][CH2:24][CH2:23]1 |f:1.2,4.5|. Reported procedure: (2S,4S)-1-[[N-Benzyloxycarbonyl-N-[4-(piperidin-1-yl)carbonylbicyclo[2.2.2]oct-1-yl]amino]acetyl]-4-fluoropyrrolidine-2-carbonitrile (20.0 mg) and 10% palladium carbon (12.0 mg) were dissolved in dimethylformamide (0.5 mL). While the solution was chilled in an ice bath, ammonium formate (43.1 mg) was added and the mixture was stirred for 40 minutes at the same temperature. Subsequently, the reaction mixture was filtered through a Celite pad and diluted with ethyl acetate. The organic layer washe... Starting materials: C1CCNCC1, CC(C)CCC(=O)O, CN(C)C=O, O, O, On1nnc2ccccc21. Product: CC(C)CCC(=O)N1CCCCC1. RXN SMILES: [CH2:14]1[CH2:15][CH2:16][NH:17][CH2:18][CH2:19]1.[CH3:1][CH:2]([CH2:3][CH2:4][C:5](=[O:6])[OH:7])[CH3:8].[O:9]=[CH:10][N:11]([CH3:12])[CH3:13].[OH2:30].[OH2:31].[OH:20][n:21]1[c:22]2[c:23]([cH:24][cH:25][cH:26][cH:27]2)[n:28][n:29]1>>[CH3:1][CH:2]([CH2:3][CH2:4][C:5](=[O:7])[N:17]1[CH2:16][CH2:15][CH2:14][CH2:19][CH2:18]1)[CH3:8]. Starting materials: [H-].[Na+] (Sodium hydride), [Si](C)(C)(C(C)(C)C)OCCCNC1=NC(=C(C#N)C=C1F)Cl (6-[(3-{[tert-butyl(dimethyl)silyl]oxy}propyl)amino]-2-chloro-5-fluoronicotinonitrile), CI (MeI). Run in CN(C)C=O (DMF). Run at time 30 minute. The product is [Si](C)(C)(C(C)(C)C)OCCCN(C1=NC(=C(C#N)C=C1F)Cl)C (6-[(3-{[tert-butyl(dimethyl)silyl]oxy}propyl)(methyl)amino]-2-chloro-5-fluoronicotinonitrile). The yield is 105.5%. As a reaction SMILES: [H-].[Na+].[Si:3]([O:10][CH2:11][CH2:12][CH2:13][NH:14][C:15]1[C:22]([F:23])=[CH:21][C:18]([C:19]#[N:20])=[C:17]([Cl:24])[N:16]=1)([C:6]([CH3:9])([CH3:8])[CH3:7])([CH3:5])[CH3:4].[CH3:25]I>CN(C=O)C>[Si:3]([O:10][CH2:11][CH2:12][CH2:13][N:14]([CH3:25])[C:15]1[C:22]([F:23])=[CH:21][C:18]([C:19]#[N:20])=[C:17]([Cl:24])[N:16]=1)([C:6]([CH3:8])([CH3:9])[CH3:7])([CH3:5])[CH3:4] |f:0.1|. Reported procedure: Sodium hydride (0.11 g, 4.65 mmol) was added to a solution of 6-[(3-{[tert-butyl(dimethyl)-I4-silyl]oxy}propyl)amino]-2-chloro-5-fluoronicotinonitrile (Example 309, 0.80 g, 2.33 mmol) in DMF (23.26 mL). The mixture was stirred at rt for 30 min, and then MeI (0.58 mL, 9.30 mmol) added. The reaction mixture was stirred at rt for 18 h, quenched with water, and the aqueous phase was extracted with ether. The combined ether extracts were washed with water, brine, and then dried (MgSO4), filtered, and... Starting materials: O=C(Cl)Oc1ccc([N+](=O)[O-])cc1, ClCCl, NN1CCOCC1. Product: O=C(NN1CCOCC1)Oc1ccc([N+](=O)[O-])cc1. Reaction SMILES: [Cl:1][C:2](=[O:3])[O:4][c:5]1[cH:6][cH:7][c:8]([N+:11](=[O:12])[O-:13])[cH:9][cH:10]1.[Cl:21][CH2:22][Cl:23].[NH2:14][N:15]1[CH2:16][CH2:17][O:18][CH2:19][CH2:20]1>>[C:2](=[O:3])([O:4][c:5]1[cH:6][cH:7][c:8]([N+:11](=[O:12])[O-:13])[cH:9][cH:10]1)[NH:14][N:15]1[CH2:16][CH2:17][O:18][CH2:19][CH2:20]1. The reactants are C(C)OC(C(C)(C)OC1=CC=C(C=C1)OCCC=1N=C(OC1C)C=1C=C(C=CC1)C1=CC=C(C=C1)C(NC(C)(C)C)=O)=O (2-(4-{2-[2-(4′-tert-butylcarbamoylbiphenyl-3-yl)-5-methyloxazol-4-yl]ethoxy}phenoxy)-2-methyl propionic acid ethyl ester), [OH-].[Na+] (NaOH). Run in C(C)O (ethanol), C1CCOC1 (THF). Run at temperature 55 celsius, time 1 hour. Product: C(C)(C)(C)NC(=O)C1=CC=C(C=C1)C1=CC(=CC=C1)C=1OC(=C(N1)CCOC1=CC=C(OC(C(=O)O)(C)C)C=C1)C (2-(4-{2-[2-(4′-tert-Butylcarbamoylbiphenyl-3-yl)-5-methyloxazol-4-yl]ethoxy}phenoxy)-2-methyl propionic acid). Reaction SMILES: C([O:3][C:4](=[O:43])[C:5]([O:8][C:9]1[CH:14]=[CH:13][C:12]([O:15][CH2:16][CH2:17][C:18]2[N:19]=[C:20]([C:24]3[CH:25]=[C:26]([C:30]4[CH:35]=[CH:34][C:33]([C:36](=[O:42])[NH:37][C:38]([CH3:41])([CH3:40])[CH3:39])=[CH:32][CH:31]=4)[CH:27]=[CH:28][CH:29]=3)[O:21][C:22]=2[CH3:23])=[CH:11][CH:10]=1)([CH3:7])[CH3:6])C.[OH-].[Na+]>C(O)C.C1COCC1>[C:38]([NH:37][C:36]([C:33]1[CH:32]=[CH:31][C:30]([C:26]2[CH:27]=[CH:28][CH:29]=[C:24]([C:20]3[O:21][C:22]([CH3:23])=[C:18]([CH2:17][CH2:16][O:15][C:12]4[CH:11]=[CH:10][C:9]([O:8][C:5]([CH3:7])([CH3:6])[C:4]([OH:43])=[O:3])=[CH:14][CH:13]=4)[N:19]=3)[CH:25]=2)=[CH:35][CH:34]=1)=[O:42])([CH3:41])([CH3:40])[CH3:39] |f:1.2|. Procedure: Under nitrogen, 2-(4-{2-[2-(4′-tert-butylcarbamoylbiphenyl-3-yl)-5-methyloxazol-4-yl]ethoxy}phenoxy)-2-methyl propionic acid ethyl ester (0.53 mmol) in ethanol (2.5 mL) and THF (2.5 mL) was treated with 2.0 N NaOH (2.0 mL). The reaction mixture was stirred at 55° C. for 1 h and concentrated in vacuo. The resulting slurry was suspended in ethyl acetate, acidified to pH 1 with 1N HCl, and partitioned. The organic layer was washed with brine, dried (Na2SO4), and concentrated in vacuo to provide the...